This data is from the Open Reaction Database (ORD), a public repository of structured organic reaction records. The task is: describe an organic reaction: reactants, conditions, products, and yield The reactants are C(C)(C)(C)S(=O)C[C@@]1(C(NC(N1)=O)=O)C ((5S)-5-[(tert-butylsulfinyl)methyl]-5-methylimidazolidine-2,4-dione), C(C)(=O)O (acetic acid), O (water), CCCC(C)C (iso-hexane), ClCl (chlorine), C1(=CC=CC=C1)C (toluene), ClCl (chlorine), CCCC(C)C (iso-hexane), C1(=CC=CC=C1)C (toluene). Reaction conditions: temperature 6 celsius, time 1 minute. The product is C[C@@]1(NC(NC1=O)=O)CS(=O)(=O)Cl ([(4S)-4-methyl-2,5-dioxoimidazolidin-4-yl]methanesulfonyl chloride). The yield is 87.1%. Reaction SMILES: C([S:5]([CH2:7][C@@:8]1([CH3:15])[NH:12][C:11](=[O:13])[NH:10][C:9]1=[O:14])=[O:6])(C)(C)C.C(O)(=O)C.[OH2:20].[Cl:21]Cl.C1(C)C=CC=CC=1.CCCC(C)C>>[CH3:15][C@@:8]1([CH2:7][S:5]([Cl:21])(=[O:20])=[O:6])[C:9](=[O:14])[NH:10][C:11](=[O:13])[NH:12]1. Procedure: A stirred (350 rpm) solution of (5S)-5-[(tert-butylsulfinyl)methyl]-5-methylimidazolidine-2,4-dione (1.00 eq, 22.5 mmol, 5.22 g) in acetic acid (1.75 mol, 100 mL, 105 g) and water (555 mmol, 10.0 mL, 10.0 g) was cooled to 6° C. and purged with nitrogen. The nitrogen purge was stopped and chlorine gas (59.2 mmol, 4.2 g, 1.33 L at STP) was then bubbled through the mixture over a period of 25 min, maintaining the jacket temperature at 6° C. The temperature of the reaction mixture reached a maximum ... The reactants are NaBH3(CN), C(=O)(C(F)(F)F)O (TFA), C1(CCCCC1)=O (cyclohexanone), NCCCNC(OC(C)(C)C)=O (tert-butyl (3-aminopropyl)carbamate). The solvent is CO (MeOH), CCOC(=O)C (EtOAc). Conditions: time 24 hour. Yields the product C(C)(C)(C)OC(NCCCNC1CCCCC1)=O (tert-Butyl[3-(cyclohexylamino)propyl]carbamate). Yield: 46.0%. RXN SMILES: [C:1]1(=O)[CH2:6][CH2:5][CH2:4][CH2:3][CH2:2]1.[NH2:8][CH2:9][CH2:10][CH2:11][NH:12][C:13](=[O:19])[O:14][C:15]([CH3:18])([CH3:17])[CH3:16].C(O)(C(F)(F)F)=O>CO.CCOC(C)=O>[C:15]([O:14][C:13](=[O:19])[NH:12][CH2:11][CH2:10][CH2:9][NH:8][CH:1]1[CH2:6][CH2:5][CH2:4][CH2:3][CH2:2]1)([CH3:18])([CH3:16])[CH3:17]. Reported procedure: A solution of cyclohexanone (6.0 eq) and tert-butyl (3-aminopropyl)carbamate (1.0 eq) in MeOH (1.5 M) was stirred at RT for 2 h and treated with NaBH3(CN) (6.0 eq). TFA was added until pH 6, and stirring was continued for 24 h at RT. The reaction mixture was diluted with EtOAc, washed sequentially with sat. aq. NaHCO3 solution and brine. The solution was dried (Na2SO4), filtered and concentrated under reduced pressure. The crude product was purified by column chromatography on silica gel, elutin... Reactants: ClC=1C=CC=2N(C(C3=C(N(C2N1)CC)N=CC(=C3)I)=O)C (2-Chloro-5,11-dihydro-11-ethyl-8-iodo-5-methyl-6H-dipyrido[3,2-b:2',3'-e][1,4]diazepin-6-one), ethyl acetate hexanes, C(C=C)(=O)OCC (ethyl acrylate). The product is C(=O)(OCC)/C=C/C1=CC2=C(N(C3=C(N(C2=O)C)C=CC(=N3)Cl)CC)N=C1 (8-(trans-2-Carboethoxyethen-1-yl)-2-chloro-5,11-dihydro-11-ethyl-5-methyl-6H-dipyrido[3,2-b:2',3'-e][1,4]diazepin-6-one). The yield is 74.9%. RXN SMILES: [Cl:1][C:2]1[CH:3]=[CH:4][C:5]2[N:6]([CH3:21])[C:7](=[O:20])[C:8]3[CH:18]=[C:17](I)[CH:16]=[N:15][C:9]=3[N:10]([CH2:13][CH3:14])[C:11]=2[N:12]=1.[C:22]([O:26][CH2:27][CH3:28])(=[O:25])[CH:23]=[CH2:24]>>[C:22](/[CH:23]=[CH:24]/[C:17]1[CH:16]=[N:15][C:9]2[N:10]([CH2:13][CH3:14])[C:11]3[N:12]=[C:2]([Cl:1])[CH:3]=[CH:4][C:5]=3[N:6]([CH3:21])[C:7](=[O:20])[C:8]=2[CH:18]=1)([O:26][CH2:27][CH3:28])=[O:25]. Procedure: 2-Chloro-5,11-dihydro-11-ethyl-8-iodo-5-methyl-6H-dipyrido[3,2-b:2',3'-e][1,4]diazepin-6-one (0.6 g, 1.45 mmol) was coupled with ethyl acrylate (0.19 mL, 1.75 mmol) by a procedure analogous to that described in Example 1h to give 0.42 g of the title compound as beige crystals, m.p. 192°-193° C. (ethyl acetate/hexanes). Hydrogenation, as described in Example 15, gave 0.22 g of a mixture of reduction products, which was used directly in the next step. Reactants: ClC1=NC(=NC(=N1)Cl)C1=C(C=CC(=C1)Cl)C (2,4-dichloro-6-(5-chloro-2-methyl-phenyl)-[1,3,5]triazine), ClC=1C=CC(=C(C(=O)O)C1)OCC (5-chloro-2-ethoxybenzoic acid). Yields the product ClC1=NC(=NC(=N1)Cl)C1=C(C=CC(=C1)Cl)OCC (2,4-dichloro-6-(5-chloro-2-ethoxy-phenyl)-[1,3,5]triazine). Yield: 31.0%. RXN SMILES: [Cl:1][C:2]1[N:7]=[C:6]([Cl:8])[N:5]=[C:4]([C:9]2[CH:14]=[C:13]([Cl:15])[CH:12]=[CH:11][C:10]=2C)[N:3]=1.ClC1C=CC(OCC)=[C:22](C=1)[C:23](O)=[O:24]>>[Cl:8][C:6]1[N:7]=[C:2]([Cl:1])[N:3]=[C:4]([C:9]2[CH:14]=[C:13]([Cl:15])[CH:12]=[CH:11][C:10]=2[O:24][CH2:23][CH3:22])[N:5]=1. Procedure details: Using the method described for the synthesis of 2,4-dichloro-6-(5-chloro-2-methyl-phenyl)-[1,3,5]triazine, 5-chloro-2-ethoxybenzoic acid afforded 2,4-dichloro-6-(5-chloro-2-ethoxy-phenyl)-[1,3,5]triazine (9.5 g, 31% yield). 1H NMR (DMSO-d6) 7.62-7.86 (m, 2H), 7.20-7.31 (m, 1H), 4.20 (m, 2H), 1.37 (m, 3H). Reactants: COC(C)(C)C, C1CCOC1, CS(=O)(=O)O, CC(C)(F)CC(NC(c1ccc(-c2ccc(C3(C(N)=O)CC3)cc2)cc1)C(F)F)C(=O)NC1(C#N)CC1. Product: CS(=O)(=O)[O-], CC(C)(F)CC([NH2+]C(c1ccc(-c2ccc(C3(C(N)=O)CC3)cc2)cc1)C(F)F)C(=O)NC1(C#N)CC1. As a reaction SMILES: [C:43]([O:44][CH3:45])([CH3:46])([CH3:47])[CH3:48].[CH2:49]1[O:50][CH2:51][CH2:52][CH2:53]1.[CH3:38][S:39]([OH:40])(=[O:41])=[O:42].[NH2:1][C:2](=[O:3])[C:4]1([c:7]2[cH:8][cH:9][c:10](-[c:13]3[cH:14][cH:15][c:16]([CH:19]([CH:20]([F:21])[F:22])[NH:23][CH:24]([CH2:25][C:26]([CH3:27])([CH3:28])[F:29])[C:30](=[O:31])[NH:32][C:33]4([C:36]#[N:37])[CH2:34][CH2:35]4)[cH:17][cH:18]3)[cH:11][cH:12]2)[CH2:5][CH2:6]1>>[CH3:38][S:39](=[O:40])(=[O:41])[O-:42].[NH2:1][C:2](=[O:3])[C:4]1([c:7]2[cH:8][cH:9][c:10](-[c:13]3[cH:14][cH:15][c:16]([CH:19]([CH:20]([F:21])[F:22])[NH2+:23][CH:24]([CH2:25][C:26]([CH3:27])([CH3:28])[F:29])[C:30](=[O:31])[NH:32][C:33]4([C:36]#[N:37])[CH2:34][CH2:35]4)[cH:17][cH:18]3)[cH:11][cH:12]2)[CH2:5][CH2:6]1. The reactants are FC1=C(C=CC=C1)[C@@]1(O[C@H]1C)CN1N=CN=C1 ((2R,3S)-2-(2-Fluorophenyl)-3-methyl-2-(1H-1,2,4-triazol-1-yl)methyloxirane), N1(N=NC=C1)C1=CC=C(C=C1)N1C(NC=C1)=O (1-[4-(1H-1,2,3-triazol-1-yl)phenyl]-2(1H,3H)-imidazolone). The product is FC1=C(C=CC=C1)[C@]([C@@H](C)N1C(N(C=C1)C1=CC=C(C=C1)N1N=NC=C1)=O)(CN1N=CN=C1)O (1-[(1R,2R)-2-(2-fluorophenyl)-2-hydroxy-1-methyl-3-(1H-1,2,4-triazol-1-yl)propyl]-3-[4-(1H-1,2,3-triazol-1-yl)phenyl]-2(1H,3H)-imidazolone). Reaction SMILES: [F:1][C:2]1[CH:7]=[CH:6][CH:5]=[CH:4][C:3]=1[C@@:8]1([CH2:12][N:13]2[CH:17]=[N:16][CH:15]=[N:14]2)[C@H:10]([CH3:11])[O:9]1.[N:18]1([C:23]2[CH:28]=[CH:27][C:26]([N:29]3[CH:33]=[CH:32][NH:31][C:30]3=[O:34])=[CH:25][CH:24]=2)[CH:22]=[CH:21][N:20]=[N:19]1>>[F:1][C:2]1[CH:7]=[CH:6][CH:5]=[CH:4][C:3]=1[C@@:8]([OH:9])([CH2:12][N:13]1[CH:17]=[N:16][CH:15]=[N:14]1)[C@H:10]([N:31]1[CH:32]=[CH:33][N:29]([C:26]2[CH:25]=[CH:24][C:23]([N:18]3[CH:22]=[CH:21][N:20]=[N:19]3)=[CH:28][CH:27]=2)[C:30]1=[O:34])[CH3:11]. Procedure: (2R,3S)-2-(2-Fluorophenyl)-3-methyl-2-(1H-1,2,4-triazol-1-yl)methyloxirane was reacted with 1-[4-(1H-1,2,3-triazol-1-yl)phenyl]-2(1H,3H)-imidazolone in the same manner as in Working Example 11 to give 1-[(1R,2R)-2-(2-fluorophenyl)-2-hydroxy-1-methyl-3-(1H-1,2,4-triazol-1-yl)propyl]-3-[4-(1H-1,2,3-triazol-1-yl)phenyl]-2(1H,3H)-imidazolone (Compound 32). The reactants are C=C(Oc1cc(-n2c(=O)cc(C(F)(F)F)[nH]c2=O)c(F)cc1Cl)C(=O)OC, [H-], NOc1ccc([N+](=O)[O-])cc1[N+](=O)[O-], [Na+], CN(C)C=O. Yields the product C=C(Oc1cc(-n2c(=O)cc(C(F)(F)F)n(N)c2=O)c(F)cc1Cl)C(=O)OC. Reaction SMILES: [Cl:1][c:2]1[cH:3][c:4]([F:27])[c:5](-[n:15]2[c:16](=[O:26])[nH:17][c:18]([C:22]([F:23])([F:24])[F:25])[cH:19][c:20]2=[O:21])[cH:6][c:7]1[O:8][C:9](=[CH2:10])[C:11](=[O:12])[O:13][CH3:14].[H-:28].[N+:30]([c:31]1[cH:32][c:33]([N+:34]([O-:35])=[O:36])[cH:37][cH:38][c:39]1[O:40][NH2:41])([O-:42])=[O:43].[Na+:29].[O:44]=[CH:45][N:46]([CH3:47])[CH3:48]>>[Cl:1][c:2]1[cH:3][c:4]([F:27])[c:5](-[n:15]2[c:16](=[O:26])[n:17]([NH2:30])[c:18]([C:22]([F:23])([F:24])[F:25])[cH:19][c:20]2=[O:21])[cH:6][c:7]1[O:8][C:9](=[CH2:10])[C:11](=[O:12])[O:13][CH3:14]. Reactants: FC1=C(C=C(C=C1)S(=O)(=O)CCC)C#C[Si](C)(C)C ({[2-Fluoro-5-(propylsulfonyl)phenyl]ethynyl}trimethyl silane), BrC1=CC(=C(C=C1C)NC(C)=O)S(=O)(=O)CCC (N-[4-Bromo-5-methyl-2-(propane-1-sulfonyl)-phenyl]-acetamide), BrC1=CC(=C(C=C1C)NC(C)=O)S(=O)(=O)CCC (N-[4-Bromo-5-methyl-2-(propane-1-sulfonyl)-phenyl]-acetamide), C(C)(C)(C)OC(COC1=C(C=C(C=C1)Cl)C#C)=O (tert-butyl(4-chloro-2-ethynylphenoxy)acetate), C(C)(C)(C)OC(COC1=C(C=C(C=C1)Cl)C#C)=O (tert-butyl(4-chloro-2-ethynylphenoxy)acetate). The product is C(C)(C)(C)OC(COC1=C(C=C(C=C1)Cl)C#CC1=C(C=C(C(=C1)S(=O)(=O)CCC)NC(C)=O)C)=O (tert-butyl(2-{[4-(acetylamino)-2-methyl-5-(propylsulfonyl)phenyl]ethynyl}-4-chlorophenoxy)acetate). Reaction SMILES: FC1C=CC(S(CCC)(=O)=O)=CC=1C#C[Si](C)(C)C.[C:20]([O:24][C:25](=[O:37])[CH2:26][O:27][C:28]1[CH:33]=[CH:32][C:31]([Cl:34])=[CH:30][C:29]=1[C:35]#[CH:36])([CH3:23])([CH3:22])[CH3:21].Br[C:39]1[C:44]([CH3:45])=[CH:43][C:42]([NH:46][C:47](=[O:49])[CH3:48])=[C:41]([S:50]([CH2:53][CH2:54][CH3:55])(=[O:52])=[O:51])[CH:40]=1>>[C:20]([O:24][C:25](=[O:37])[CH2:26][O:27][C:28]1[CH:33]=[CH:32][C:31]([Cl:34])=[CH:30][C:29]=1[C:35]#[C:36][C:39]1[CH:40]=[C:41]([S:50]([CH2:53][CH2:54][CH3:55])(=[O:52])=[O:51])[C:42]([NH:46][C:47](=[O:49])[CH3:48])=[CH:43][C:44]=1[CH3:45])([CH3:23])([CH3:22])[CH3:21]. Procedure: Following the general method as outlined in Intermediate 107, starting from (4-chloro-2-ethynyl-phenoxy)-acetic acid tert-butyl ester (Intermediate 3) and N-[4-Bromo-5-methyl-2-(propane-1-sulfonyl)-phenyl]-acetamide (Intermediate 230), the title compound was obtained as a brown sticky solid after purification by flash column chromatography (silica), eluting with cyclohexane containing increasing amounts of EtOAc. The solvent is O (water), C(C)#N (acetonitrile). Reactants: C1(CCCCC1)NC(=O)C=1NC2=CC(=CC(=C2C1)C)O (N-cyclohexyl-6-hydroxy-4-methyl-1H-indole-2-carboxamide), C(=O)([O-])[O-].[Cs+].[Cs+] (Cs2CO3), BrCCBr (1,2-dibromoethane). Run at temperature 0 celsius, time 16 hour. Isolated yield 20.5%. The product is BrCCOC1=CC(=C2C=C(NC2=C1)C(=O)NC1CCCCC1)C (6-(2-bromoethoxy)-N-cyclohexyl-4-methyl-1H-indole-2-carboxamide). Reaction SMILES: [CH:1]1([NH:7][C:8]([C:10]2[NH:11][C:12]3[C:17]([CH:18]=2)=[C:16]([CH3:19])[CH:15]=[C:14]([OH:20])[CH:13]=3)=[O:9])[CH2:6][CH2:5][CH2:4][CH2:3][CH2:2]1.C([O-])([O-])=O.[Cs+].[Cs+].[Br:27][CH2:28][CH2:29]Br>C(#N)C.O>[Br:27][CH2:28][CH2:29][O:20][C:14]1[CH:13]=[C:12]2[C:17]([CH:18]=[C:10]([C:8]([NH:7][CH:1]3[CH2:2][CH2:3][CH2:4][CH2:5][CH2:6]3)=[O:9])[NH:11]2)=[C:16]([CH3:19])[CH:15]=1 |f:1.2.3|. Procedure: To a stirred solution of N-cyclohexyl-6-hydroxy-4-methyl-1H-indole-2-carboxamide (I-9A-b: 0.7 g, 2.57 mmol) in acetonitrile (20 mL) was added Cs2CO3 (1.67 g, 5.14 mmol) cooled to 0° C. followed by 1,2-dibromoethane (1.1 mL, 12.86 mmol) dropwise. The reaction mixture was stirred at room temperature for 16 h, diluted with water (20 mL) and extracted with ethyl acetate (2×100 mL). The combined ethyl acetate layers were washed with brine (100 mL), dried over anhydrous Na2SO4 and concentrated under r... Starting materials: CC(=O)Nc1cc2c(cc1Oc1ccccc1)C(=O)CCO2, CCO, Cl, O. Yields the product Nc1cc2c(cc1Oc1ccccc1)C(=O)CCO2. RXN SMILES: [C:1](=[O:2])([CH3:3])[NH:4][c:5]1[cH:6][c:7]2[c:8]([cH:14][c:15]1[O:16][c:17]1[cH:18][cH:19][cH:20][cH:21][cH:22]1)[C:9](=[O:13])[CH2:10][CH2:11][O:12]2.[CH3:23][CH2:24][OH:25].[ClH:26].[OH2:27]>>[NH2:4][c:5]1[cH:6][c:7]2[c:8]([cH:14][c:15]1[O:16][c:17]1[cH:18][cH:19][cH:20][cH:21][cH:22]1)[C:9](=[O:13])[CH2:10][CH2:11][O:12]2.